Dataset: the Open Reaction Database (ORD), a public repository of structured organic reaction records. Task: describe an organic reaction: reactants, conditions, products, and yield Starting materials: ClC1=NC=CC(=C1)C1=CC(=C(C=C1)C)F (2-chloro-4-(3-fluoro-4methyl-phenyl)-pyridine), CN1CCNCC1 (1-methylpiperazine). The reagents and catalysts are Cl (HCl). Solvent: CC(C)O (2-propanol). Reaction conditions: temperature 180 celsius. Product: FC=1C=C(C=CC1C)C1=CC(=NC=C1)N1CCN(CC1)C (1-[4-(3-Fluoro-4-methyl-phenyl)-pyridin-2-yl]-4-methyl-piperazine). As a reaction SMILES: Cl[C:2]1[CH:7]=[C:6]([C:8]2[CH:13]=[CH:12][C:11]([CH3:14])=[C:10]([F:15])[CH:9]=2)[CH:5]=[CH:4][N:3]=1.[CH3:16][N:17]1[CH2:22][CH2:21][NH:20][CH2:19][CH2:18]1>Cl.CC(O)C>[F:15][C:10]1[CH:9]=[C:8]([C:6]2[CH:5]=[CH:4][N:3]=[C:2]([N:20]3[CH2:21][CH2:22][N:17]([CH3:16])[CH2:18][CH2:19]3)[CH:7]=2)[CH:13]=[CH:12][C:11]=1[CH3:14]. Reported procedure: To a microwave tube was added 2-chloro-4-(3-fluoro-4methyl-phenyl)-pyridine (30 mg, 0.14 mmol), 1-methylpiperazine (50 mg, 0.5 mmol), 2-propanol (0.6 mL) and 1 drop concentrated HCl. The resulting mixture was heated at 180° C. for 60 minutes using the microwave instrument. The resulting mixture was extracted with EtOAc. The organic layer was dried and concentrated, and the residue was purified by preparative TLC (hexanes/EtOAc) to yield the title compound as a solid. Reactants: BrC1=CC=C(C=C1)C1N=C(OC1)N ((RS)-4-(4-Bromo-phenyl)-4,5-dihydro-oxazol-2-ylamine), C(=O)([O-])[O-].[Na+].[Na+] (Na2CO3), FC1=CC=C(C=C1)B(O)O (4-fluorophenylboronic acid). Reagents/catalysts: C1=CC=C(C=C1)P([C-]2C=CC=C2)C3=CC=CC=C3.C1=CC=C(C=C1)P([C-]2C=CC=C2)C3=CC=CC=C3.Cl[Pd]Cl.[Fe+2] (PdCl2(dppf)). The solvent is COCCOC (1,2-dimethoxyethane), CCOC(=O)C (EtOAc). Run at temperature 85 celsius, time 18 hour. Product: FC1=CC=C(C=C1)C1=CC=C(C=C1)C1N=C(OC1)N ((RS)-4-(4′-fluoro-biphenyl-4-yl)-4,5-dihydro-oxazol-2-ylamine). Isolated yield 54.1%. Reaction SMILES: Br[C:2]1[CH:7]=[CH:6][C:5]([CH:8]2[CH2:12][O:11][C:10]([NH2:13])=[N:9]2)=[CH:4][CH:3]=1.C([O-])([O-])=O.[Na+].[Na+].[F:20][C:21]1[CH:26]=[CH:25][C:24](B(O)O)=[CH:23][CH:22]=1>COCCOC.CCOC(C)=O.C1C=CC(P(C2C=CC=CC=2)[C-]2C=CC=C2)=CC=1.C1C=CC(P(C2C=CC=CC=2)[C-]2C=CC=C2)=CC=1.Cl[Pd]Cl.[Fe+2]>[F:20][C:21]1[CH:26]=[CH:25][C:24]([C:2]2[CH:7]=[CH:6][C:5]([CH:8]3[CH2:12][O:11][C:10]([NH2:13])=[N:9]3)=[CH:4][CH:3]=2)=[CH:23][CH:22]=1 |f:1.2.3,7.8.9.10|. Procedure: To a stirred solution of (RS)-4-(4-bromo-phenyl)-4,5-dihydro-oxazol-2-ylamine (80 mg; example 20) at r.t. in 1,2-dimethoxyethane (4 ml) under an argon atmosphere were added PdCl2(dppf) (24 mg), 10% aq. Na2CO3 (1 ml) and 4-fluorophenylboronic acid (186 mg). The mixture was heated to 85° C. and stirring at that temperature was continued for 18 h. The dark brown mixture was cooled to r.t., diluted with EtOAc and washed with H2O. The aqueous phase was back extracted with EtOAc. The combined organics... Reactants: NC1=CC2=C(CCN(CC2)C(=O)OC(C)(C)C)C=C1O (1,1-dimethylethyl 7-amino-8-hydroxy-1,2,4,5-tetrahydro-3H-3-benzazepine-3-carboxylate), C1(CC1)C(=O)Cl (cyclopropanecarbonyl chloride). The product is Cl.C1(CC1)C=1OC2=CC3=C(CCNCC3)C=C2N1 (2-Cyclopropyl-6,7,8,9-tetrahydro-5H-[1,3]oxazolo[4,5-h][3]benzazepine hydrochloride). Yield: 81.0%. As a reaction SMILES: [NH2:1][C:2]1[C:19]([OH:20])=[CH:18][C:5]2[CH2:6][CH2:7][N:8](C(OC(C)(C)C)=O)[CH2:9][CH2:10][C:4]=2[CH:3]=1.[CH:21]1([C:24]([Cl:26])=O)[CH2:23][CH2:22]1>>[ClH:26].[CH:21]1([C:24]2[O:20][C:19]3[C:2]([N:1]=2)=[CH:3][C:4]2[CH2:10][CH2:9][NH:8][CH2:7][CH2:6][C:5]=2[CH:18]=3)[CH2:23][CH2:22]1 |f:2.3|. Procedure details: The title compound was prepared in analogy to General Procedure 2 from 1,1-dimethylethyl 7-amino-8-hydroxy-1,2,4,5-tetrahydro-3H-3-benzazepine-3-carboxylate (Preparation 9, 2.16 mmol) and cyclopropanecarbonyl chloride (2.4 mmol) to give the title compound (1.75 mmol) as a white solid. Yields the product C(C)(C)(C)OC(=O)N1C[C@@H]([C@H](CC1)C=1C=C(C=CC1C(=O)OCC)C1=CC=CC=C1)OCC1=CC2=CC=CC=C2C=C1 ((3R*,4R*)-4-(4-ethoxycarbonyl-biphenyl-3-yl)-3-(naphthalen-2-ylmethoxy)-piperidine-1-carboxylic acid t-butyl ester). Reactants: C(C)(C)(C)OC(=O)N1C[C@@H]([C@H](CC1)C1=CC(=CC=C1)Br)OCC1=CC2=CC=CC=C2C=C1 ((3R*,4R*)-4-(3-bromo-phenyl)-3-(naphthalen-2-ylmethoxy)-piperidine-1-carboxylic acid t-butyl ester), C(C)OC(=O)C1=CC=C(C=C1)B(O)O (4-ethoxycarbonylphenyl boronic acid), C(OC)COC (dimethoxyethane), C(=O)([O-])[O-].[Na+].[Na+] (Na2CO3). The solvent is O (H2O). Reagents/catalysts: [Pd].C1(=CC=CC=C1)P(C1=CC=CC=C1)C1=CC=CC=C1.C1(=CC=CC=C1)P(C1=CC=CC=C1)C1=CC=CC=C1.C1(=CC=CC=C1)P(C1=CC=CC=C1)C1=CC=CC=C1.C1(=CC=CC=C1)P(C1=CC=CC=C1)C1=CC=CC=C1 (tetrakis-(triphenylphosphin)-palladium). Procedure details: A stirred mixture of (3R*,4R*)-4-(3-bromo-phenyl)-3-(naphthalen-2-ylmethoxy)-piperidine-1-carboxylic acid t-butyl ester (173.8 mg, 0.35 mmol), 4-ethoxycarbonylphenyl boronic acid (135.8 mg, 0.70 mmol), dimethoxyethane (4.5 mL), H2O (1.5 mL), tetrakis-(triphenylphosphin)-palladium (46.2 mg, 0.04 mmol) and Na2CO3 (111.3 mg, 1.05 mmol) is heated at reflux under argon for 14 h. The mixture is cooled to RT, dimethoxyethane is removed in vacuo and the residue is diluted with aqueous 2N Na2CO3 solution... RXN SMILES: [C:1]([O:5][C:6]([N:8]1[CH2:13][CH2:12][C@H:11]([C:14]2[CH:19]=[CH:18][CH:17]=[C:16](Br)[CH:15]=2)[C@@H:10]([O:21][CH2:22][C:23]2[CH:32]=[CH:31][C:30]3[C:25](=[CH:26][CH:27]=[CH:28][CH:29]=3)[CH:24]=2)[CH2:9]1)=[O:7])([CH3:4])([CH3:3])[CH3:2].C(OC([C:38]1[CH:43]=[CH:42][C:41](B(O)O)=[CH:40][CH:39]=1)=O)C.[CH2:47]([CH2:50][O:51][CH3:52])OC.C([O-])([O-])=[O:54].[Na+].[Na+]>[Pd].C1(P(C2C=CC=CC=2)C2C=CC=CC=2)C=CC=CC=1.C1(P(C2C=CC=CC=2)C2C=CC=CC=2)C=CC=CC=1.C1(P(C2C=CC=CC=2)C2C=CC=CC=2)C=CC=CC=1.C1(P(C2C=CC=CC=2)C2C=CC=CC=2)C=CC=CC=1.O>[C:1]([O:5][C:6]([N:8]1[CH2:13][CH2:12][C@H:11]([C:14]2[CH:15]=[C:16]([C:43]3[CH:38]=[CH:39][CH:40]=[CH:41][CH:42]=3)[CH:17]=[CH:18][C:19]=2[C:52]([O:51][CH2:50][CH3:47])=[O:54])[C@@H:10]([O:21][CH2:22][C:23]2[CH:32]=[CH:31][C:30]3[C:25](=[CH:26][CH:27]=[CH:28][CH:29]=3)[CH:24]=2)[CH2:9]1)=[O:7])([CH3:4])([CH3:3])[CH3:2] |f:3.4.5,6.7.8.9.10|. Reactants: C(C)OC(CN1N=C(C=C1N)C=1C=NC=CC1)OCC (1-(2,2-Diethoxyethyl)-3-(pyridin-3-yl)-1H-pyrazole-5-amine), BrC1=C(C=CC(=C1)[N+](=O)[O-])C(F)(F)F (2-bromo-4-nitro-1-(trifluoromethyl)benzene). Yields the product C(C)OC(CN1N=C(C=C1NC1=C(C=CC(=C1)[N+](=O)[O-])C(F)(F)F)C=1C=NC=CC1)OCC (1-(2,2-Diethoxyethyl)-N-[5-nitro-2-(trifluoromethyl)phenyl]-3-(pyridin-3-yl)-1H-pyrazole-5-amine). Reaction SMILES: [CH2:1]([O:3][CH:4]([O:18][CH2:19][CH3:20])[CH2:5][N:6]1[C:10]([NH2:11])=[CH:9][C:8]([C:12]2[CH:13]=[N:14][CH:15]=[CH:16][CH:17]=2)=[N:7]1)[CH3:2].Br[C:22]1[CH:27]=[C:26]([N+:28]([O-:30])=[O:29])[CH:25]=[CH:24][C:23]=1[C:31]([F:34])([F:33])[F:32]>>[CH2:1]([O:3][CH:4]([O:18][CH2:19][CH3:20])[CH2:5][N:6]1[C:10]([NH:11][C:22]2[CH:27]=[C:26]([N+:28]([O-:30])=[O:29])[CH:25]=[CH:24][C:23]=2[C:31]([F:32])([F:34])[F:33])=[CH:9][C:8]([C:12]2[CH:13]=[N:14][CH:15]=[CH:16][CH:17]=2)=[N:7]1)[CH3:2]. Procedure details: Analogously to Example 13A/Step 1, 1.50 g (5.43 mmol) of the compound of Example 4A and 1.47 g (5.43 mmol) of 2-bromo-4-nitro-1-(trifluoromethyl)benzene gave 2.03 g (75% of theory) of the title compound.